This data is from the Open Reaction Database (ORD), a public repository of structured organic reaction records. The task is: describe an organic reaction: reactants, conditions, products, and yield Reactants: CO, [H][H], N#CCCc1ccsc1C#CCO. Yields the product N#CCCc1ccsc1CCCO. As a reaction SMILES: [CH3:16][OH:17].[H:14][H:15].[OH:1][CH2:2][C:3]#[C:4][c:5]1[s:6][cH:7][cH:8][c:9]1[CH2:10][CH2:11][C:12]#[N:13]>>[OH:1][CH2:2][CH2:3][CH2:4][c:5]1[s:6][cH:7][cH:8][c:9]1[CH2:10][CH2:11][C:12]#[N:13]. Reactants: CC(C)(C)C(=O)Oc1ccc(F)cc1 (substrate), C1CCCCC1P(=O)C2CCCCC2 (effective_coupling_partner). Reagents/catalysts: dcype. Conditions: temperature 100 celsius, time 24 hour. Product: O=P(c1ccc(F)cc1)(C2CCCCC2)C3CCCCC3. Reactants: C(C)(C)(C)C=1C=C(C(=C(C=O)C1)OC)[N+](=O)[O-] (5-tert-Butyl-2-methoxy-3-nitro-benzaldehyde), C(CO)O (ethylene glycol), pTSA hydrate. Run in C1=CC=CC=C1 (benzene). Product: C(C)(C)(C)C=1C=C(C(=C(C1)C1OCCO1)OC)[N+](=O)[O-] (2-(5-tert-Butyl-2-methoxy-3-nitro-phenyl)-[1,3]dioxolane). RXN SMILES: [C:1]([C:5]1[CH:6]=[C:7]([N+:15]([O-:17])=[O:16])[C:8]([O:13][CH3:14])=[C:9]([CH:12]=1)[CH:10]=[O:11])([CH3:4])([CH3:3])[CH3:2].[CH2:18](O)[CH2:19][OH:20]>C1C=CC=CC=1>[C:1]([C:5]1[CH:6]=[C:7]([N+:15]([O-:17])=[O:16])[C:8]([O:13][CH3:14])=[C:9]([CH:10]2[O:20][CH2:19][CH2:18][O:11]2)[CH:12]=1)([CH3:4])([CH3:2])[CH3:3]. Procedure: A solution of 1.0 g (4.2 mmol) of 5-tert-Butyl-2-methoxy-3-nitro-benzaldehyde, 1.18 mL of ethylene glycol, and 0.4 g of pTSA hydrate in 50 mL of benzene was refluxed for 24 h under Dean-Stark conditions. The benzene was evaporated and the resultant oil was redissolved in EtOAc. The organic layer was washed with water, sat'd NaHCO3, and brine. The extract was dried over MgSO4, filtered, and concentrated. Chromatography (10% EtOAc in hexanes) provided 1.0 g of 2-(5-tert-Butyl-2-methoxy-3-nitro-phe... Starting materials: C(C)(C)(C)OC(COC1=C(C=C(C=C1C)C=1OC=2N=C(N=C(C2N1)OCCC)OC1=C(C=CC(=C1)F)F)C)=O ({4-[5-(2,5-difluoro-phenoxy)-7-propoxy-oxazolo[5,4-d]pyrimidin-2-yl]-2,6-dimethyl-phenoxy}-acetic acid tert-butyl ester), FC(C(=O)O)(F)F (trifluoroacetic acid). Run in ClCCl (dichloromethane). The product is FC1=C(OC=2N=C(C3=C(N2)OC(=N3)C3=CC(=C(OCC(=O)O)C(=C3)C)C)OCCC)C=C(C=C1)F ({4-[5-(2,5-Difluoro-phenoxy)-7-propoxy-oxazolo[5,4-d]pyrimidin-2-yl]-2,6-dimethyl-phenoxy}-acetic acid). Isolated yield 114.8%. Reaction SMILES: C([O:5][C:6](=[O:39])[CH2:7][O:8][C:9]1[C:14]([CH3:15])=[CH:13][C:12]([C:16]2[O:17][C:18]3[N:19]=[C:20]([O:29][C:30]4[CH:35]=[C:34]([F:36])[CH:33]=[CH:32][C:31]=4[F:37])[N:21]=[C:22]([O:25][CH2:26][CH2:27][CH3:28])[C:23]=3[N:24]=2)=[CH:11][C:10]=1[CH3:38])(C)(C)C.FC(F)(F)C(O)=O>ClCCl>[F:37][C:31]1[CH:32]=[CH:33][C:34]([F:36])=[CH:35][C:30]=1[O:29][C:20]1[N:21]=[C:22]([O:25][CH2:26][CH2:27][CH3:28])[C:23]2[N:24]=[C:16]([C:12]3[CH:11]=[C:10]([CH3:38])[C:9]([O:8][CH2:7][C:6]([OH:39])=[O:5])=[C:14]([CH3:15])[CH:13]=3)[O:17][C:18]=2[N:19]=1. Procedure: 69 mg of {4-[5-(2,5-difluoro-phenoxy)-7-propoxy-oxazolo[5,4-d]pyrimidin-2-yl]-2,6-dimethyl-phenoxy}-acetic acid tert-butyl ester were dissolved in 1.6 ml of dichloromethane and treated with 0.8 ml of trifluoroacetic acid. After 16 h the mixture was concentrated and freeze-dried. 71 mg of the title compound were obtained. Product: CN(C(=NC1=C(C=CC=C1)N1CCOCC1)N)C (1,1-dimethyl-2-(2-morpholinophenyl)guanidine). Procedure: A mixture of 2-methyl-1-(2-morpholinophenyl)-2-thiopseudourea hydroidide (3.8 g), a 33% ethanolic solution of dimethylamine (5 ml) and pyridine (25 ml) was heated at 80° C. for 6 hours. Pyridine was removed by evaporation under reduced pressure and the residue treated with a mixture of ice and water to give 1,1-dimethyl-2-(2-morpholinophenyl)guanidine (m.p. 142°-144° C.) which was recrystallised from hexane. Starting materials: ethanolic solution, CNC (dimethylamine), CSC(NC1=C(C=CC=C1)N1CCOCC1)=N (2-methyl-1-(2-morpholinophenyl)-2-thiopseudourea). As a reaction SMILES: CS[C:3](=[NH:17])[NH:4][C:5]1[CH:10]=[CH:9][CH:8]=[CH:7][C:6]=1[N:11]1[CH2:16][CH2:15][O:14][CH2:13][CH2:12]1.[CH3:18][NH:19][CH3:20]>N1C=CC=CC=1>[CH3:18][N:19]([CH3:20])[C:3]([NH2:17])=[N:4][C:5]1[CH:10]=[CH:9][CH:8]=[CH:7][C:6]=1[N:11]1[CH2:16][CH2:15][O:14][CH2:13][CH2:12]1. Solvent: N1=CC=CC=C1 (pyridine). Reactants: CCO, O=[N+]([O-])c1ccc(Cl)nc1Cl, N, [Na+], [Na+], O=C([O-])[O-]. Yields the product Nc1nc(Cl)ccc1[N+](=O)[O-]. As a reaction SMILES: [CH3:19][CH2:20][OH:21].[Cl:1][c:2]1[n:3][c:4]([Cl:11])[cH:5][cH:6][c:7]1[N+:8](=[O:9])[O-:10].[NH3:18].[Na+:12].[Na+:13].[O-:14][C:15](=[O:16])[O-:17]>>[c:2]1([NH2:18])[n:3][c:4]([Cl:11])[cH:5][cH:6][c:7]1[N+:8](=[O:9])[O-:10]. Starting materials: C(C)(C)(C)OC(NC1CN(C2=CC=C(C=C2C1)Br)CC1=CC=CC=C1)=O ((1-Benzyl-6-bromo-1,2,3,4-tetrahydroquinolin-3-yl)-carbamic acid tert-butyl ester), C1(=CC=CC=C1)B(O)O (phenylboronic acid), C(=O)([O-])[O-].[Na+].[Na+] (Na2CO3), N#N (N2). Run in CCO (EtOH), C1(=CC=CC=C1)C (toluene). Reaction conditions: temperature 90 celsius, time 1 hour. Yields the product C(C)(C)(C)OC(NC1CN(C2=CC=C(C=C2C1)C1=CC=CC=C1)CC1=CC=CC=C1)=O ((1-Benzyl-6-phenyl-1,2,3,4-tetrahydroquinolin-3-yl)-carbamic acid tert-butyl ester). The yield is 53.6%. As a reaction SMILES: [C:1]([O:5][C:6](=[O:26])[NH:7][CH:8]1[CH2:17][C:16]2[C:11](=[CH:12][CH:13]=[C:14](Br)[CH:15]=2)[N:10]([CH2:19][C:20]2[CH:25]=[CH:24][CH:23]=[CH:22][CH:21]=2)[CH2:9]1)([CH3:4])([CH3:3])[CH3:2].[C:27]1(B(O)O)[CH:32]=[CH:31][CH:30]=[CH:29][CH:28]=1.C([O-])([O-])=O.[Na+].[Na+].N#N>CCO.C1(C)C=CC=CC=1>[C:1]([O:5][C:6](=[O:26])[NH:7][CH:8]1[CH2:17][C:16]2[C:11](=[CH:12][CH:13]=[C:14]([C:27]3[CH:32]=[CH:31][CH:30]=[CH:29][CH:28]=3)[CH:15]=2)[N:10]([CH2:19][C:20]2[CH:25]=[CH:24][CH:23]=[CH:22][CH:21]=2)[CH2:9]1)([CH3:4])([CH3:3])[CH3:2] |f:2.3.4|. Procedure details: Compound 89A (150 mg, 0.36 mmol), phenylboronic acid (57 mg, 0.47 mmol) and 2N aqueous Na2CO3 (1.25 mL, 2.5 mmol) in a mixed solvent of toluene (1.5 mL) and EtOH((0.5 mL) were stirred at RT for 30 min while N2 was allowed to bubble through the mixture, and then tetrakis(triphenylphosphine)-palladium (0) (30 mg) was added. The mixture was stirred at 90° C. under N2 for 1 h. After cooling to RT, the mixture was extracted with EtOAc (15 mL×3), and organic extracts were washed with brine, dried (Na2... The reactants are Cl (hydrogen chloride), N#CS (thiocyanic acid), C1(=CC=CC=C1)C(CN1CC1)O (α-phenyl-1-aziridineethanol), Cl (hydrogen chloride), N1CC1 (aziridine), C1(=CC=CC=C1)C(CN1CC1)O (α-phenyl-1-aziridineethanol). Run in C(C)O (ethanol), C(C)O (ethanol). Run at time 1.5 hour. Product: Cl.OC(CN1C(SCC1)=N)C1=CC=CC=C1 (3-(β-Hydroxyphenethyl)-2-iminothiazolidine hydrochloride). RXN SMILES: [N:1]#[C:2][SH:3].[C:4]1([CH:10]([OH:15])[CH2:11][N:12]2[CH2:14][CH2:13]2)[CH:9]=[CH:8][CH:7]=[CH:6][CH:5]=1.N1CC1.[ClH:19]>C(O)C>[ClH:19].[OH:15][CH:10]([C:4]1[CH:5]=[CH:6][CH:7]=[CH:8][CH:9]=1)[CH2:11][N:12]1[CH2:14][CH2:13][S:3][C:2]1=[NH:1] |f:5.6|. Procedure details: To the stirred solution of thiocyanic acid is added a solution of the crude dl-α-phenyl-1-aziridineethanol in 250 ml. of ethanol at a rate sufficient to keep the reaction temperature at 30°-35° C. After the aziridine addition is complete, 72 g. of a methanolic solution of hydrogen chloride (0.35 mole) is added and the solution stirred for 1.5 hours at room temperature. An additional 0.05 mole of hydrogen chloride in 10 g. of ethanol is added, and the reaction heated at 35°-40° C. for 0.5 hour. I... Reactants: CO, [K+], C1COCCO1, [OH-], O, COCCCN1CCOc2ccc(COC3CN(C(=O)OCc4ccccc4)CCC3c3ccc(Cn4ccnc4)cc3)cc21. Yields the product COCCCN1CCOc2ccc(COC3CNCCC3c3ccc(Cn4ccnc4)cc3)cc21. Reaction SMILES: [CH3:46][OH:47].[K+:49].[O:50]1[CH2:51][CH2:52][O:53][CH2:54][CH2:55]1.[OH-:48].[OH2:56].[n:1]1([CH2:6][c:7]2[cH:8][cH:9][c:10]([CH:13]3[CH:14]([O:29][CH2:30][c:31]4[cH:32][cH:33][c:34]5[c:35]([cH:45]4)[N:36]([CH2:40][CH2:41][CH2:42][O:43][CH3:44])[CH2:37][CH2:38][O:39]5)[CH2:15][N:16]([C:19]([O:20][CH2:21][c:22]4[cH:23][cH:24][cH:25][cH:26][cH:27]4)=[O:28])[CH2:17][CH2:18]3)[cH:11][cH:12]2)[cH:2][n:3][cH:4][cH:5]1>>[n:1]1([CH2:6][c:7]2[cH:8][cH:9][c:10]([CH:13]3[CH:14]([O:29][CH2:30][c:31]4[cH:32][cH:33][c:34]5[c:35]([cH:45]4)[N:36]([CH2:40][CH2:41][CH2:42][O:43][CH3:44])[CH2:37][CH2:38][O:39]5)[CH2:15][NH:16][CH2:17][CH2:18]3)[cH:11][cH:12]2)[cH:2][n:3][cH:4][cH:5]1. Starting materials: C(C)(=O)OCC (Ethyl acetate), FC1=CC=C(C=C1)NNC(=O)C=1SC=CC1 (N′-(4-fluorophenyl)thiophene-2-carbohydrazide), C(=O)(Cl)Cl (Phosgene), O1CCCC1 (tetrahydrofuran). Run in ClCCl (dichloromethane). Reaction conditions: time 8 hour. The product is FC1=CC=C(C=C1)N1C(OC(=N1)C=1SC=CC1)=O (3-(4-fluorophenyl)-5-(thiophen-2-yl)-1,3,4-oxadiazol-2(3H)-one). Yield: 33.0%. RXN SMILES: [F:1][C:2]1[CH:7]=[CH:6][C:5]([NH:8][NH:9][C:10]([C:12]2[S:13][CH:14]=[CH:15][CH:16]=2)=[O:11])=[CH:4][CH:3]=1.[O:17]1CCC[CH2:18]1.C(Cl)(Cl)=O.C(OCC)(=O)C>ClCCl>[F:1][C:2]1[CH:7]=[CH:6][C:5]([N:8]2[N:9]=[C:10]([C:12]3[S:13][CH:14]=[CH:15][CH:16]=3)[O:11][C:18]2=[O:17])=[CH:4][CH:3]=1. Procedure details: N′-(4-fluorophenyl)thiophene-2-carbohydrazide (575 mg, 2.43 mmol) was dissolved in dichloromethane (14 mL) and tetrahydrofuran (10 mL) in a glass flask. The flask was cooled in ice. Phosgene (20% in toluene, 3.42 mL, 6.49 mmol, 2.67 eq.) was added, and the solution was stirred overnight under a nitrogen atmosphere, allowing it to warm to room temperature. Ethyl acetate (40 mL) was added, and the solution was then washed with water (2×25 mL) and brine (25 mL). The solution was dried over magnesiu...